From a dataset of the Open Reaction Database (ORD), a public repository of structured organic reaction records. describe an organic reaction: reactants, conditions, products, and yield The reactants are FC1=C(C=C(C=O)C=C1)Br (4-Fluoro-3-bromobenzaldehyde), BrC=1C=C2C=CN=CC2=CC1 (6-Bromo-isoquinoline). The product is FC=1C=C2C=CN=CC2=CC1Br (6-Fluoro-7-bromo-isoquinoline). Reaction SMILES: [F:1][C:2]1[CH:9]=[CH:8][C:5]([CH:6]=O)=[CH:4][C:3]=1[Br:10].BrC1C=C2C(=CC=1)C=[N:17][CH:16]=[CH:15]2>>[F:1][C:2]1[CH:9]=[C:8]2[C:5](=[CH:4][C:3]=1[Br:10])[CH:6]=[N:17][CH:16]=[CH:15]2. Reported procedure: Starting from 4-Fluoro-3-bromobenzaldehyde, the title compound was synthesized by the protocol described for 6-Bromo-isoquinoline (3). Rt=0.91 min (Method B). Detected mass: 226.0/228.0 (M+H+). Starting materials: CCN(C(C)C)C(C)C (DIEA), ClC=1C=CC=C2C=C(C(=NC12)C1=NC=CC=C1)[C@H](C)N ((1S)-1-(8-chloro-2-(pyridin-2-yl)quinolin-3-yl)ethanamine), ClC1=NC(=NC=C1Cl)N (4,5-dichloropyrimidin-2-amine). Solvent: C(CCC)O (n-butanol). Product: ClC=1C(=NC(=NC1)N)N[C@@H](C)C=1C(=NC2=C(C=CC=C2C1)Cl)C1=NC=CC=C1 (5-chloro-N4-((S)-1-(8-chloro-2-(pyridin-2-yl)quinolin-3-yl)ethyl)pyrimidine-2,4-diamine). RXN SMILES: [Cl:1][C:2]1[CH:3]=[CH:4][CH:5]=[C:6]2[C:11]=1[N:10]=[C:9]([C:12]1[CH:17]=[CH:16][CH:15]=[CH:14][N:13]=1)[C:8]([C@@H:18]([NH2:20])[CH3:19])=[CH:7]2.CCN(C(C)C)C(C)C.Cl[C:31]1[C:36]([Cl:37])=[CH:35][N:34]=[C:33]([NH2:38])[N:32]=1>C(O)CCC>[Cl:37][C:36]1[C:31]([NH:20][C@H:18]([C:8]2[C:9]([C:12]3[CH:17]=[CH:16][CH:15]=[CH:14][N:13]=3)=[N:10][C:11]3[C:6]([CH:7]=2)=[CH:5][CH:4]=[CH:3][C:2]=3[Cl:1])[CH3:19])=[N:32][C:33]([NH2:38])=[N:34][CH:35]=1. Reported procedure: A mixture of (1S)-1-(8-chloro-2-(pyridin-2-yl)quinolin-3-yl)ethanamine (0.090 g, 0.32 mmol) in n-butanol (3 mL) was treated with DIEA (0.11 mL, 0.64 mmol, 2.0 eq), followed with 4,5-dichloropyrimidin-2-amine (0.062 g, 0.38 mmol, 1.2 eq) at 100° C. for 8 h. The reaction mixture was concentrated and purified by column chromatography on a Redi-Sep™ column using 0 to 100% gradient of CH2Cl2:MeOH:NH4OH (89:9:1) in CH2Cl2 as eluent to provide 5-chloro-N4-((S)-1-(8-chloro-2-(pyridin-2-yl)quinolin-3-yl)... The reactants are CCOC(=O)c1ccc2nc(Cc3ccccc3)n(Cc3ccc(Cl)cc3Cl)c2c1, CCO, Cl, [Na+], [OH-]. Yields the product O=C(O)c1ccc2nc(Cc3ccccc3)n(Cc3ccc(Cl)cc3Cl)c2c1. Reaction SMILES: [CH2:3]([c:4]1[cH:5][cH:6][cH:7][cH:8][cH:9]1)[c:10]1[n:11][c:12]2[c:13]([n:14]1[CH2:15][c:16]1[c:17]([Cl:23])[cH:18][c:19]([Cl:22])[cH:20][cH:21]1)[cH:24][c:25]([C:28](=[O:29])[O:30][CH2:31][CH3:32])[cH:26][cH:27]2.[CH3:34][CH2:35][OH:36].[ClH:33].[Na+:2].[OH-:1]>>[CH2:3]([c:4]1[cH:5][cH:6][cH:7][cH:8][cH:9]1)[c:10]1[n:11][c:12]2[c:13]([n:14]1[CH2:15][c:16]1[c:17]([Cl:23])[cH:18][c:19]([Cl:22])[cH:20][cH:21]1)[cH:24][c:25]([C:28](=[O:29])[OH:30])[cH:26][cH:27]2. The reactants are COC(=O)c1cccc(C#N)c1C(=O)OC, CO, Cl, [H][H]. The product is COC(=O)c1cccc(CN)c1C(=O)OC, Cl. RXN SMILES: [CH3:1][O:2][C:3]([c:4]1[c:5]([C:12](=[O:13])[O:14][CH3:15])[c:6]([C:10]#[N:11])[cH:7][cH:8][cH:9]1)=[O:16].[CH3:20][OH:21].[ClH:19].[H:17][H:18]>>[CH3:1][O:2][C:3]([c:4]1[c:5]([C:12](=[O:13])[O:14][CH3:15])[c:6]([CH2:10][NH2:11])[cH:7][cH:8][cH:9]1)=[O:16].[ClH:19]. Reactants: C(C)(C)(C)OC(=O)N(C1=C2C(=C3C(=N1)NC(=C3)C(=O)OCC)N(C=N2)C)CC2=C(C=C(C=C2)OC)OC (ethyl 4-(tert-butoxycarbonyl(2,4-dimethoxybenzyl)amino)-1-methyl-1,6-dihydroimidazo[4,5-d]pyrrolo[2,3-b]pyridine-7-carboxylate), C(C)I (ethyl iodide), C([O-])([O-])=O.[Cs+].[Cs+] (cesium carbonate). The solvent is CN(C)C=O (DMF), C(C)(=O)OCC (ethyl acetate). Run at temperature 60 celsius. The product is C(C)(C)(C)OC(=O)N(C1=C2C(=C3C(=N1)N(C(=C3)C(=O)OCC)CC)N(C=N2)C)CC2=C(C=C(C=C2)OC)OC (ethyl 4-(tert-butoxycarbonyl(2,4-dimethoxybenzyl)amino)-6-ethyl-1-methyl-1,6-dihydroimidazo[4,5-d]pyrrolo[2,3-b]pyridine-7-carboxylate). RXN SMILES: [C:1]([O:5][C:6]([N:8]([CH2:27][C:28]1[CH:33]=[CH:32][C:31]([O:34][CH3:35])=[CH:30][C:29]=1[O:36][CH3:37])[C:9]1[N:14]=[C:13]2[NH:15][C:16]([C:18]([O:20][CH2:21][CH3:22])=[O:19])=[CH:17][C:12]2=[C:11]2[N:23]([CH3:26])[CH:24]=[N:25][C:10]=12)=[O:7])([CH3:4])([CH3:3])[CH3:2].[CH2:38](I)[CH3:39].C(=O)([O-])[O-].[Cs+].[Cs+]>CN(C=O)C.C(OCC)(=O)C>[C:1]([O:5][C:6]([N:8]([CH2:27][C:28]1[CH:33]=[CH:32][C:31]([O:34][CH3:35])=[CH:30][C:29]=1[O:36][CH3:37])[C:9]1[N:14]=[C:13]2[N:15]([CH2:38][CH3:39])[C:16]([C:18]([O:20][CH2:21][CH3:22])=[O:19])=[CH:17][C:12]2=[C:11]2[N:23]([CH3:26])[CH:24]=[N:25][C:10]=12)=[O:7])([CH3:4])([CH3:3])[CH3:2] |f:2.3.4|. Procedure details: To a solution of ethyl 4-(tert-butoxycarbonyl(2,4-dimethoxybenzyl)amino)-1-methyl-1,6-dihydroimidazo[4,5-d]pyrrolo[2,3-b]pyridine-7-carboxylate (example 1F, 5.046 g, 9.90 mmol) in DMF (49.5 mL) was added ethyl iodide (1.601 mL, 19.81 mmol) and cesium carbonate (6.45 g, 19.81 mmol). The reaction mixture was heated at 60° C. 60 min and cooled to room temperature. The reaction mixture was diluted with ethyl acetate and vacuum filtered to remove cesium carbonate. Saturated aqueous sodium bicarbonate... The reactants are ClC1=C(C=CC(=C1)Cl)C=1N=C(C(=NC1CC)N[C@H]1[C@H](CC2=CC=CC=C12)OCC)CC (5-(2,4-dichlorophenyl)-N-[(1R,2S)-2-ethoxy-2,3-dihydro-1H-inden-1-yl]-3,6-diethylpyrazin-2-amine), BrC=1N=C(C(=NC1C)N[C@H]1[C@H](CC2=CC=CC=C12)O)C1CC1 ((1R,2S)-1-[(5-bromo-3-cyclopropyl-6-methylpyrazin-2-yl)amino]-2,3-dihydro-1H-inden-2-ol). The product is C1(CC1)C=1C(=NC(=C(N1)C1=C(C=C(C=C1)Cl)Cl)C)N[C@H]1[C@H](CC2=CC=CC=C12)O ((1R,2S)-1-{[3-cyclopropyl-5-(2,4-dichlorophenyl)-6-methylpyrazin-2-yl]amino}-2,3-dihydro-1H-inden-2-ol). Reaction SMILES: [Cl:1][C:2]1[CH:7]=[C:6]([Cl:8])[CH:5]=[CH:4][C:3]=1[C:9]1[N:10]=[C:11]([CH2:30][CH3:31])[C:12]([NH:17][C@@H:18]2[C:26]3[C:21](=[CH:22][CH:23]=[CH:24][CH:25]=3)[CH2:20][C@@H:19]2[O:27]CC)=[N:13][C:14]=1[CH2:15]C.Br[C:33]1N=C(C2CC2)C(N[C@@H]2C3C(=CC=CC=3)C[C@@H]2O)=NC=1C>>[CH:30]1([C:11]2[C:12]([NH:17][C@@H:18]3[C:26]4[C:21](=[CH:22][CH:23]=[CH:24][CH:25]=4)[CH2:20][C@@H:19]3[OH:27])=[N:13][C:14]([CH3:15])=[C:9]([C:3]3[CH:4]=[CH:5][C:6]([Cl:8])=[CH:7][C:2]=3[Cl:1])[N:10]=2)[CH2:31][CH2:33]1. Procedure details: Following the procedure for the preparation of 5-(2,4-dichlorophenyl)-N-[(1R,2S)-2-ethoxy-2,3-dihydro-1H-inden-1-yl]-3,6-diethylpyrazin-2-amine but substituting (1R,2S)-1-[(5-bromo-3-cyclopropyl-6-methylpyrazin-2-yl)amino]-2,3-dihydro-1H-inden-2-ol and making non-critical variations provided the title compound as a solid: 1H NMR (CDCl3) δ 0.96-0.99, ,1.58, 1.81, 2.26, 2.85, 3.14, 3.26, 4.86, 5.44, 5.63, 7.26-7.50; MS (ESI+) for C23H21Cl2N3O m/z 426 (M+H)+.